Dataset: the Open Reaction Database (ORD), a public repository of structured organic reaction records. Task: describe an organic reaction: reactants, conditions, products, and yield Starting materials: hydrochloride salt, ClC=1C=C(C=CC1Cl)C1CC(C(C2=CC(=CC=C12)OCC1CO1)=O)(C)C (4-(3,4-dichlorophenyl)-7-(2,3-epoxypropoxy)-2,2-dimethyl-1-tetralone), CN (methylamine). Solvent: C(C)O (ethanol), C(C)O (ethanol). Reaction conditions: time 8 hour. Product: Cl.ClC=1C=C(C=CC1Cl)C1CCC(C2=CC(=CC=C12)OCC(CNC)O)=O (4-(3,4-dichlorophenyl)-7-(2-hydroxy-3-methylaminopropoxy)-1-tetralone hydrochloride). Yield: 72.0%. As a reaction SMILES: [Cl:1][C:2]1[CH:3]=[C:4]([CH:9]2[C:18]3[C:13](=[CH:14][C:15]([O:19][CH2:20][CH:21]4[O:23][CH2:22]4)=[CH:16][CH:17]=3)[C:12](=[O:24])[C:11](C)(C)[CH2:10]2)[CH:5]=[CH:6][C:7]=1[Cl:8].[CH3:27][NH2:28]>C(O)C>[ClH:1].[Cl:1][C:2]1[CH:3]=[C:4]([CH:9]2[C:18]3[C:13](=[CH:14][C:15]([O:19][CH2:20][CH:21]([OH:23])[CH2:22][NH:28][CH3:27])=[CH:16][CH:17]=3)[C:12](=[O:24])[CH2:11][CH2:10]2)[CH:5]=[CH:6][C:7]=1[Cl:8] |f:3.4|. Procedure details: To a solution of 4-(3,4-dichlorophenyl)-7-(2,3-epoxypropoxy)-2,2-dimethyl-1-tetralone (3.2 g) in ethanol (30 ml) was added a solution of methylamine (10 ml) in ethanol (10 ml) and the mixture left to stand overnight. The solvent was removed and the residue shaken with ether-dilute hydrochloric acid. The aqueous layer was separated, basified, extracted with ether and the extract dried (MgSO4). Evaporation gave the product as the free base, which was converted to the hydrochloride salt. Recrystall... Starting materials: N(=[N+]=[N-])C=1C=C(C=C(C1C#N)OCC(F)(F)F)OC (3-Azido-4-cyano-5-(2,2,2-trifluoroethoxy)anisole), [Mg] (magnesium). Solvent: CO (methanol). Run at time 40 hour. The product is NC=1C=C(C=C(C1C#N)OCC(F)(F)F)OC (3-Amino-4-cyano-5-(2,2,2-trifluoroethoxy)anisole). Yield: 88.1%. As a reaction SMILES: [N:1]([C:4]1[CH:5]=[C:6]([O:18][CH3:19])[CH:7]=[C:8]([O:12][CH2:13][C:14]([F:17])([F:16])[F:15])[C:9]=1[C:10]#[N:11])=[N+]=[N-].[Mg]>CO>[NH2:1][C:4]1[CH:5]=[C:6]([O:18][CH3:19])[CH:7]=[C:8]([O:12][CH2:13][C:14]([F:16])([F:17])[F:15])[C:9]=1[C:10]#[N:11]. Procedure details: 3-Azido-4-cyano-5-(2,2,2-trifluoroethoxy)anisole (5.66 g, 0.0208 mol) was added to a suspension of magnesium turnings (1.86 g, 0.0775 mol) in methanol (150 ml) and the reaction stirred at room temperature for 40 hours. The reaction was concentrated under reduced pressure to a minimum volume and ethyl acetate (200 ml) added. The mixture was washed with saturated aqueous ammonium chloride solution (75 ml) and brine (75 ml) and then dried (MgSO4), filtered and evaporated under reduced pressure. Tri... Starting materials: O=[N+]([O-])c1ccc(Cl)cc1, O=[N+]([O-])c1ccc(OCCO)cc1, [Na+], [Na+], O=C([O-])[O-], OCCO. Product: Nc1ccc(OCCO)cc1. As a reaction SMILES: [Cl:14][c:15]1[cH:16][cH:17][c:18]([N+:19]([O-:20])=[O:21])[cH:22][cH:23]1.[N+:1]([O-:2])(=[O:3])[c:4]1[cH:5][cH:6][c:7]([O:8][CH2:9][CH2:10][OH:11])[cH:12][cH:13]1.[Na+:24].[Na+:25].[O-:26][C:27](=[O:28])[O-:29].[OH:30][CH2:31][CH2:32][OH:33]>>[NH2:1][c:4]1[cH:5][cH:6][c:7]([O:8][CH2:9][CH2:10][OH:11])[cH:12][cH:13]1. Yields the product ClC1=NC=CC=C1OC1=CC=C(C=N1)NC(=O)C1=CNC2=CC=CC=C12 (1H-indole-3-carboxylic acid[6-(2-chloro-pyridine-3-yloxy)-pyridine-3-yl]-amide). Isolated yield 60.9%. The solvent is CN(C)C=O (DMF). Starting materials: ClC1=NC=CC=C1OC1=CC=C(C=N1)N (6-(2-chloropyridine-3-yloxy)-pyridine-3-amine), N1C=C(C2=CC=CC=C12)C(=O)O (indole-3-carboxylic acid), C1CCC(CC1)N=C=NC2CCCCC2 (DCC). Run at temperature 70 celsius, time 8 hour. Reaction SMILES: [Cl:1][C:2]1[C:7]([O:8][C:9]2[N:14]=[CH:13][C:12]([NH2:15])=[CH:11][CH:10]=2)=[CH:6][CH:5]=[CH:4][N:3]=1.[NH:16]1[C:24]2[C:19](=[CH:20][CH:21]=[CH:22][CH:23]=2)[C:18]([C:25](O)=[O:26])=[CH:17]1.C1CCC(N=C=NC2CCCCC2)CC1>CN(C=O)C>[Cl:1][C:2]1[C:7]([O:8][C:9]2[N:14]=[CH:13][C:12]([NH:15][C:25]([C:18]3[C:19]4[C:24](=[CH:23][CH:22]=[CH:21][CH:20]=4)[NH:16][CH:17]=3)=[O:26])=[CH:11][CH:10]=2)=[CH:6][CH:5]=[CH:4][N:3]=1. Procedure details: The 6-(2-chloropyridine-3-yloxy)-pyridine-3-amine (200 mg, 0.9 mmol) and indole-3-carboxylic acid (150 mg, 0.9 mmol) were dissolved in DMF (5 ml), DCC (200 mg, 0.99 mmol) was added to the solution, and then the mixture was stirred at 70° C. for 8 hours. After the reaction was completed, the product was washed and filtered to yield a target compound as a white solid (200 mg, 61%) by chromatography (methanol:dichloromethane=1:30).